From a dataset of the Open Reaction Database (ORD), a public repository of structured organic reaction records. describe an organic reaction: reactants, conditions, products, and yield Starting materials: O=C([O-])[O-], CCC(CC)Cn1c(=O)n(C)c(=O)c2c(OS(=O)(=O)C(F)(F)F)cccc21, Cc1ccc(OB(O)O)c(C)c1, Cc1ccccc1, [K+], [K+], O, c1ccc(P(c2ccccc2)(c2ccccc2)[Pd](P(c2ccccc2)(c2ccccc2)c2ccccc2)(P(c2ccccc2)(c2ccccc2)c2ccccc2)P(c2ccccc2)(c2ccccc2)c2ccccc2)cc1. Yields the product CCC(CC)Cn1c(=O)n(C)c(=O)c2c(-c3ccc(C)cc3C)cccc21. Reaction SMILES: [C:40](=[O:41])([O-:42])[O-:43].[CH2:1]([CH3:2])[CH:3]([CH2:4][n:5]1[c:6](=[O:25])[n:7]([CH3:24])[c:8](=[O:23])[c:9]2[c:10]([O:15][S:16]([C:17]([F:18])([F:19])[F:20])(=[O:21])=[O:22])[cH:11][cH:12][cH:13][c:14]12)[CH2:26][CH3:27].[CH3:28][c:29]1[c:30]([O:36][B:37]([OH:38])[OH:39])[cH:31][cH:32][c:33]([CH3:35])[cH:34]1.[CH3:46][c:47]1[cH:48][cH:49][cH:50][cH:51][cH:52]1.[K+:44].[K+:45].[OH2:53].[cH:54]1[cH:55][cH:56][c:57]([P:58]([Pd:59]([P:60]([c:61]2[cH:62][cH:63][cH:64][cH:65][cH:66]2)([c:67]2[cH:68][cH:69][cH:70][cH:71][cH:72]2)[c:73]2[cH:74][cH:75][cH:76][cH:77][cH:78]2)([P:79]([c:80]2[cH:81][cH:82][cH:83][cH:84][cH:85]2)([c:86]2[cH:87][cH:88][cH:89][cH:90][cH:91]2)[c:92]2[cH:93][cH:94][cH:95][cH:96][cH:97]2)[P:98]([c:99]2[cH:100][cH:101][cH:102][cH:103][cH:104]2)([c:105]2[cH:106][cH:107][cH:108][cH:109][cH:110]2)[c:111]2[cH:112][cH:113][cH:114][cH:115][cH:116]2)([c:117]2[cH:118][cH:119][cH:120][cH:121][cH:122]2)[c:123]2[cH:124][cH:125][cH:126][cH:127][cH:128]2)[cH:129][cH:130]1>>[CH2:1]([CH3:2])[CH:3]([CH2:4][n:5]1[c:6](=[O:25])[n:7]([CH3:24])[c:8](=[O:23])[c:9]2[c:10](-[c:30]3[c:29]([CH3:28])[cH:34][c:33]([CH3:35])[cH:32][cH:31]3)[cH:11][cH:12][cH:13][c:14]12)[CH2:26][CH3:27]. Reactants: O=C(O)O, [BH3-]C#N, CC(=O)Cc1ccc(C2=C(C)NC(=O)CC2)cc1, CO, [Na+], NCC(O)c1cccc(Cl)c1. Product: CC1=C(c2ccc(CC(C)NCC(O)c3cccc(Cl)c3)cc2)CCC(=O)N1. Reaction SMILES: [C:1](=[O:2])([OH:3])[OH:4].[C:34]([BH3-:35])#[N:36].[CH2:16]([C:17](=[O:18])[CH3:19])[c:20]1[cH:21][cH:22][c:23]([C:26]2=[C:31]([CH3:32])[NH:30][C:29](=[O:33])[CH2:28][CH2:27]2)[cH:24][cH:25]1.[CH3:38][OH:39].[Na+:37].[OH:5][CH:6]([CH2:7][NH2:8])[c:9]1[cH:10][c:11]([Cl:15])[cH:12][cH:13][cH:14]1>>[OH:5][CH:6]([CH2:7][NH:8][CH:17]([CH2:16][c:20]1[cH:21][cH:22][c:23]([C:26]2=[C:31]([CH3:32])[NH:30][C:29](=[O:33])[CH2:28][CH2:27]2)[cH:24][cH:25]1)[CH3:19])[c:9]1[cH:10][c:11]([Cl:15])[cH:12][cH:13][cH:14]1.